Dataset: the Open Reaction Database (ORD), a public repository of structured organic reaction records. Task: describe an organic reaction: reactants, conditions, products, and yield Run in CO (methanol). The yield is 58.1%. Reaction conditions: time 3 hour. Starting materials: [OH-].[Na+] (NaOH), COC(\C=C\C=C(/CCCCCC)\C1=CC=C(C=C1)OC)=O ((E,E)-5-(4-methoxyphenyl)-2,4-undecadienoic acid methyl ester). Yields the product COC1=CC=C(C=C1)/C(=C/C=C/C(=O)O)/CCCCCC ((E,E)-5-(4-methoxyphenyl)-2,4-undecadienoic acid). Reaction SMILES: C[O:2][C:3](=[O:22])/[CH:4]=[CH:5]/[CH:6]=[C:7](/[C:14]1[CH:19]=[CH:18][C:17]([O:20][CH3:21])=[CH:16][CH:15]=1)\[CH2:8][CH2:9][CH2:10][CH2:11][CH2:12][CH3:13].[OH-].[Na+]>CO>[CH3:21][O:20][C:17]1[CH:16]=[CH:15][C:14](/[C:7](/[CH2:8][CH2:9][CH2:10][CH2:11][CH2:12][CH3:13])=[CH:6]/[CH:5]=[CH:4]/[C:3]([OH:22])=[O:2])=[CH:19][CH:18]=1 |f:1.2|. Reported procedure: As described in Example 99, (E,E)-5-(4-methoxyphenyl)-2,4-undecadienoic acid methyl ester (5.9 g) was saponified in a refluxing mixture of methanol (30 mL) and 2N NaOH (30 mL). After 3 hours the reaction was worked up in the usual way and the crude acid was crystallized from hexane to give 3.27 g of (E,E)-5-(4-methoxyphenyl)-2,4-undecadienoic acid, mp 88°-89.5° C. Reactants: FC1=C(C=CC(=C1)C(C)S(=O)CC(=O)O)C1=CC=CC=C1 ([1-(2-fluoro-4-biphenylyl)-ethylsulfinyl]-acetic acid), CO (methanol), C1(CCCCC1)N=C=NC1CCCCC1 (dicyclohexyl-carbodiimide). The solvent is C1=CC=CC=C1 (benzene), C1=CC=CC=C1 (benzene). Conditions: time 1 hour. Yields the product COC(CS(=O)C(C)C1=CC(=C(C=C1)C1=CC=CC=C1)F)=O ([1-(2-Fluoro-4-biphenylyl)-ethylsulfinyl]-acetic acid methyl ester). As a reaction SMILES: [F:1][C:2]1[CH:7]=[C:6]([CH:8]([S:10]([CH2:12][C:13]([OH:15])=[O:14])=[O:11])[CH3:9])[CH:5]=[CH:4][C:3]=1[C:16]1[CH:21]=[CH:20][CH:19]=[CH:18][CH:17]=1.CO.[CH:24]1(N=C=NC2CCCCC2)CCCCC1>C1C=CC=CC=1>[CH3:24][O:14][C:13](=[O:15])[CH2:12][S:10]([CH:8]([C:6]1[CH:5]=[CH:4][C:3]([C:16]2[CH:21]=[CH:20][CH:19]=[CH:18][CH:17]=2)=[C:2]([F:1])[CH:7]=1)[CH3:9])=[O:11]. Procedure: A solution of 1.53 gm (5 millimols) of [1-(2-fluoro-4-biphenylyl)-ethylsulfinyl]-acetic acid, m.p. 161°-163° C., in 15 ml of benzene was admixed with 0.24 gm (7.5 millimols) of methanol, and then a solution of 1.25 gm (6 millimols) of dicyclohexyl-carbodiimide in 5 ml of benzene was added. After stirring for one hour, the precipitated dicyclohexylurea was suction-filtered off, the filtrate was evaporated, and the residue was purified by chromatography on 300 gm of silicagel with cyclohexane/ethy... The reactants are C1CNCCN1, CS(C)=O, O=S(=O)(c1ccc(Cl)cc1)n1ccc2cc(F)ccc21, O. The product is O=S(=O)(c1ccc(N2CCNCC2)cc1)n1ccc2cc(F)ccc21. As a reaction SMILES: [CH2:21]1[CH2:22][NH:23][CH2:24][CH2:25][NH:26]1.[CH3:27][S:28]([CH3:29])=[O:30].[Cl:1][c:2]1[cH:3][cH:4][c:5]([S:8](=[O:9])(=[O:10])[n:11]2[cH:12][cH:13][c:14]3[cH:15][c:16]([F:20])[cH:17][cH:18][c:19]23)[cH:6][cH:7]1.[OH2:31]>>[c:2]1([N:23]2[CH2:22][CH2:21][NH:26][CH2:25][CH2:24]2)[cH:3][cH:4][c:5]([S:8](=[O:9])(=[O:10])[n:11]2[cH:12][cH:13][c:14]3[cH:15][c:16]([F:20])[cH:17][cH:18][c:19]23)[cH:6][cH:7]1. The reactants are NC1=C(C(=O)O)C=CC(=C1)OC (2-amino-4-methoxy benzoic acid), C(=N)N (formamidine). Run in O (water), 2-dimethoxy ethane. Conditions: temperature 125 celsius. The product is COC1=CC=C2C(=NC=NC2=C1)O (7-methoxyquinazolin-4-ol). Yield: 76.4%. As a reaction SMILES: [NH2:1][C:2]1[CH:10]=[C:9]([O:11][CH3:12])[CH:8]=[CH:7][C:3]=1[C:4](O)=[O:5].[CH:13](N)=[NH:14]>O>[CH3:12][O:11][C:9]1[CH:10]=[C:2]2[C:3]([C:4]([OH:5])=[N:14][CH:13]=[N:1]2)=[CH:7][CH:8]=1. Procedure: To a solution of 2-amino-4-methoxy benzoic acid (8.6 g, 51.4 mmol) in 2-dimethoxy ethane (100 ml) was added formamidine (10.71 g, 103 mmol). The reaction mass was heated to 125° C. 18 h. The reaction mass was diluted with cold water. The precipitated solid was filtered, washed with water to get crude compound (6.92 g, 74.8%) as pale yellow solid. 1H NMR (400 MHz, DMSO): δ ppm 12.10 (br, s, 1H), 8.06 (s, 1H), 8.03-8.01 (d, J=8 Hz, 1H), 7.11-7.09 (m, 2H), 3.89 (s, 3H); The reactants are N1=CC=CC2=CC=C(C=C12)C(=O)OC (methyl quinoline-7-carboxylate), C(C)(=O)OO (peracetic acid), C(C)(=O)OO (Peracetic acid). Solvent: C([O-])(O)=O.[Na+] (sodium bicarbonate), ClCCl (dichloromethane). Reaction conditions: time 8 hour. Yields the product COC(=O)C1=CC=C2C=CC=[N+](C2=C1)[O-] (7-(methoxycarbonyl)quinoline 1-oxide). Isolated yield 90.3%. RXN SMILES: [N:1]1[C:10]2[C:5](=[CH:6][CH:7]=[C:8]([C:11]([O:13][CH3:14])=[O:12])[CH:9]=2)[CH:4]=[CH:3][CH:2]=1.C(OO)(=[O:17])C>ClCCl.C(=O)(O)[O-].[Na+]>[CH3:14][O:13][C:11]([C:8]1[CH:9]=[C:10]2[C:5]([CH:4]=[CH:3][CH:2]=[N+:1]2[O-:17])=[CH:6][CH:7]=1)=[O:12] |f:3.4|. Procedure: To a solution of methyl quinoline-7-carboxylate (17.8 g, 94.87 mmol) in dichloromethane (315 mL) was added peracetic acid (39.9 mL, 190 mmol, 32% in acetic acid). The reaction was stirred at room temperature overnight. Peracetic acid (10 mL, 48 mmol, 32% in acetic acid) was added and the mixture was stirred for 5 h. The reaction mixture was diluted with a saturated solution of aqueous sodium bicarbonate. The aqueous phase was extracted into dichloromethane (2×μL). The extracts were combined, dri... The reactants are CC(C)=O, CI, c1cncc(-c2cnsn2)c1. The product is C[n+]1cccc(-c2cnsn2)c1, [I-]. RXN SMILES: [CH3:14][C:15](=[O:16])[CH3:17].[CH3:1][I:2].[s:3]1[n:4][c:5](-[c:8]2[cH:9][n:10][cH:11][cH:12][cH:13]2)[cH:6][n:7]1>>[CH3:1][n+:10]1[cH:9][c:8](-[c:5]2[n:4][s:3][n:7][cH:6]2)[cH:13][cH:12][cH:11]1.[I-:2]. The reactants are BrC1=CC=C(C=C1)C1=C(C(=NO1)C)CC(=O)O ([5-(4-bromo-phenyl)-3-methyl-isoxazol-4-yl]-acetic acid), S(=O)(Cl)Cl (thionyl chloride), CCO (EtOH). Run at time 1 hour. Product: C(C)OC(CC=1C(=NOC1C1=CC=C(C=C1)Br)C)=O ([5-(4-Bromo-phenyl)-3-methyl-isoxazol-4-yl]acetic acid ethyl ester). Reaction SMILES: [Br:1][C:2]1[CH:7]=[CH:6][C:5]([C:8]2[O:12][N:11]=[C:10]([CH3:13])[C:9]=2[CH2:14][C:15]([OH:17])=[O:16])=[CH:4][CH:3]=1.S(Cl)(Cl)=O.[CH3:22][CH2:23]O>>[CH2:22]([O:16][C:15](=[O:17])[CH2:14][C:9]1[C:10]([CH3:13])=[N:11][O:12][C:8]=1[C:5]1[CH:4]=[CH:3][C:2]([Br:1])=[CH:7][CH:6]=1)[CH3:23]. Procedure: To [5-(4-bromo-phenyl)-3-methyl-isoxazol-4-yl]-acetic acid (0.200 g, 0.68 mmol) in EtOH (3 mL) was added thionyl chloride (0.10 mL, 1.35 mmol), and the reaction was stirred for 1 hour. The mixture was quenched with saturated aqueous NH4Cl and diluted with EtOAc and H2O. After standard aqueous workup, the crude material was purified by silica gel chromatography to give the title compound.